Dataset: the Open Reaction Database (ORD), a public repository of structured organic reaction records. Task: describe an organic reaction: reactants, conditions, products, and yield The reactants are C, Cc1cc(OCCCN(CCC(N)=O)Cc2ccccc2)ccc1Cc1c(OC2OC(CO)C(O)C(O)C2O)n[nH]c1C(C)C, CO, [Pd]. The product is Cc1cc(OCCCNCCC(N)=O)ccc1Cc1c(OC2OC(CO)C(O)C(O)C2O)n[nH]c1C(C)C. RXN SMILES: [C:48].[CH2:1]([c:2]1[cH:3][cH:4][cH:5][cH:6][cH:7]1)[N:8]([CH2:9][CH2:10][C:11]([NH2:12])=[O:13])[CH2:14][CH2:15][CH2:16][O:17][c:18]1[cH:19][c:20]([CH3:45])[c:21]([CH2:24][c:25]2[c:26]([O:33][CH:34]3[CH:35]([OH:36])[CH:37]([OH:38])[CH:39]([OH:40])[CH:41]([CH2:43][OH:44])[O:42]3)[n:27][nH:28][c:29]2[CH:30]([CH3:31])[CH3:32])[cH:22][cH:23]1.[CH3:46][OH:47].[Pd:49]>>[NH:8]([CH2:9][CH2:10][C:11]([NH2:12])=[O:13])[CH2:14][CH2:15][CH2:16][O:17][c:18]1[cH:19][c:20]([CH3:45])[c:21]([CH2:24][c:25]2[c:26]([O:33][CH:34]3[CH:35]([OH:36])[CH:37]([OH:38])[CH:39]([OH:40])[CH:41]([CH2:43][OH:44])[O:42]3)[n:27][nH:28][c:29]2[CH:30]([CH3:31])[CH3:32])[cH:22][cH:23]1. Starting materials: COC1=C(CN(S(=O)(=O)C2=C(C=C(C(=C2)C)O[C@@H]2[C@H](CCCC2)C=2C=NN(C2)C2OCCCC2)F)C2=NC=NC=C2)C=CC(=C1)OC (N-(2,4-dimethoxybenzyl)-2-fluoro-5-methyl-N-(pyrimidin-4-yl)-4-({(1S*,2R*)-2-[1-(tetrahydro-2H-pyran-2-yl)-1H-pyrazol-4-yl]cyclohexyl}oxy)benzenesulfonamide), ClCCl (dichloromethane), C(C)[SiH](CC)CC (triethylsilane), FC(C(=O)O)(F)F (trifluoroacetic acid). Solvent: CO (methanol). Product: FC1=C(C=C(C(=C1)O[C@@H]1[C@H](CCCC1)C=1C=NNC1)C)S(=O)(=O)NC1=NC=NC=C1 (2-Fluoro-5-methyl-4-{[(1S*,2R*)-2-(1H-pyrazol-4-yl)cyclohexyl]oxy}-N-(pyrimidin-4-yl)benzenesulfonamide). Isolated yield 73.7%. As a reaction SMILES: COC1C=C(OC)C=CC=1C[N:6]([C:36]1[CH:41]=[CH:40][N:39]=[CH:38][N:37]=1)[S:7]([C:10]1[CH:15]=[C:14]([CH3:16])[C:13]([O:17][C@H:18]2[CH2:23][CH2:22][CH2:21][CH2:20][C@@H:19]2[C:24]2[CH:25]=[N:26][N:27](C3CCCCO3)[CH:28]=2)=[CH:12][C:11]=1[F:35])(=[O:9])=[O:8].C([SiH](CC)CC)C.FC(F)(F)C(O)=O.ClCCl>CO>[F:35][C:11]1[CH:12]=[C:13]([O:17][C@H:18]2[CH2:23][CH2:22][CH2:21][CH2:20][C@@H:19]2[C:24]2[CH:25]=[N:26][NH:27][CH:28]=2)[C:14]([CH3:16])=[CH:15][C:10]=1[S:7]([NH:6][C:36]1[CH:41]=[CH:40][N:39]=[CH:38][N:37]=1)(=[O:8])=[O:9]. Reported procedure: The reaction and aftertreatment were conducted in the same manner as in Example 22c by using the N-(2,4-dimethoxybenzyl)-2-fluoro-5-methyl-N-(pyrimidin-4-yl)-4-({(1S*,2R*)-2-[1-(tetrahydro-2H-pyran-2-yl)-1H-pyrazol-4-yl]cyclohexyl}oxy)benzenesulfonamide (150 mg, 0.22 mmol) prepared in Example 81a, triethylsilane (0.15 mL), trifluoroacetic acid (1.5 mL), dichloromethane (1.5 mL) and methanol (1.5 mL), to yield the title compound (70 mg, 72%) as a colorless solid. Reactants: C(C(C)(C)C)OC=1C=C(CC2NC(OC2C2=CC(=CC=C2)Cl)=O)C=CC1 ((4RS,5SR)-4-[3-(neopentyloxy)benzyl]-5-(3-chlorophenyl)-1,3-oxazolidin-2-one), [OH-].[Na+] (sodium hydroxide). The solvent is O (water), C(C)O (ethanol). The product is NC(C(O)C1=CC(=CC=C1)Cl)CC1=CC(=CC=C1)OCC(C)(C)C ((1RS,2SR)-2-amino-3-[3-(neopentyloxy)phenyl]-1-(3-chlorophenyl)-1-propanol). Yield: 79.3%. As a reaction SMILES: [CH2:1]([O:6][C:7]1[CH:8]=[C:9]([CH:24]=[CH:25][CH:26]=1)[CH2:10][CH:11]1[CH:15]([C:16]2[CH:21]=[CH:20][CH:19]=[C:18]([Cl:22])[CH:17]=2)[O:14]C(=O)[NH:12]1)[C:2]([CH3:5])([CH3:4])[CH3:3].[OH-].[Na+]>C(O)C.O>[NH2:12][CH:11]([CH2:10][C:9]1[CH:24]=[CH:25][CH:26]=[C:7]([O:6][CH2:1][C:2]([CH3:5])([CH3:4])[CH3:3])[CH:8]=1)[CH:15]([C:16]1[CH:21]=[CH:20][CH:19]=[C:18]([Cl:22])[CH:17]=1)[OH:14] |f:1.2|. Procedure details: To a solution of (4RS,5SR)-4-[3-(neopentyloxy)benzyl]-5-(3-chlorophenyl)-1,3-oxazolidin-2-one (4.0 g, 10.7 mmol) in ethanol (80 ml) was added 8N aqueous sodium hydroxide solution (6.7 ml, 53.5 mmol), and the mixture was heated under reflux for 5 hrs. After completion of the reaction, the mixture was diluted with water and extracted with ethyl acetate. The organic layers were combined, washed with saturated brine, dried over anhydrous magnesium sulfate, filtered and concentrated under reduced pre... Reactants: C(CC)(=O)C=1C=C(C=C(C1OCC#N)C)[N+](=O)[O-] (3-Propionyl-4-cyanomethoxy-5-methylnitrobenzene), solution. The reagents and catalysts are [Fe] (iron). Run in C(C)(=O)O (acetic acid), C(C)(=O)O (acetic acid). Conditions: time 4 hour. The product is C(CC)(=O)C=1C=C(N)C=C(C1OCC#N)C (3-propionyl-4-cyanomethoxy-5-methylaniline). Isolated yield 89.0%. RXN SMILES: [C:1]([C:5]1[CH:6]=[C:7]([N+:16]([O-])=O)[CH:8]=[C:9]([CH3:15])[C:10]=1[O:11][CH2:12][C:13]#[N:14])(=[O:4])[CH2:2][CH3:3]>C(O)(=O)C.[Fe]>[C:1]([C:5]1[CH:6]=[C:7]([CH:8]=[C:9]([CH3:15])[C:10]=1[O:11][CH2:12][C:13]#[N:14])[NH2:16])(=[O:4])[CH2:2][CH3:3]. Procedure details: 3-Propionyl-4-cyanomethoxy-5-methylnitrobenzene (X =CH3 ; ##STR16## R1 =-CH2C≡N) (4.96 g) in acetic acid (60 ml) was dropwise added to an aqueous solution (300 ml) containing acetic acid (15 ml) and iron (20 g). The resulting mixture was kept at 40° C. for 4 hours with vigorous stirring. The solid was removed by filtration, and the filtrate was extracted with dichloromethane. The extract was washed with an aqueous solution of potassium carbonate and water, dried over magnesium sulfate and concen... Yields the product Nc1cc2n(n1)CCN(C1CC1)C2. As a reaction SMILES: [CH3:18][CH2:19][OH:20].[CH:1]1([N:4]2[CH2:5][c:6]3[n:7]([n:10][c:11]([N+:13]([O-:14])=[O:15])[cH:12]3)[CH2:8][CH2:9]2)[CH2:2][CH2:3]1.[Cl-:16].[NH4+:17].[OH2:21]>>[CH:1]1([N:4]2[CH2:5][c:6]3[n:7]([n:10][c:11]([NH2:13])[cH:12]3)[CH2:8][CH2:9]2)[CH2:2][CH2:3]1. Reactants: CCO, O=[N+]([O-])c1cc2n(n1)CCN(C1CC1)C2, [Cl-], [NH4+], O. The reactants are NN=C(c1ccccc1)c1ccccc1, CC(C)(C)[O-], Cc1ccccc1, Clc1ccc(Br)cc1, [Na+], CC(=O)[O-], CC(=O)[O-], [Pd+2], c1ccc(P(c2ccccc2)c2ccc3ccccc3c2-c2c(P(c3ccccc3)c3ccccc3)ccc3ccccc23)cc1. Yields the product Clc1ccc(NN=C(c2ccccc2)c2ccccc2)cc1. RXN SMILES: [C:1]([c:2]1[cH:3][cH:4][cH:5][cH:6][cH:7]1)([c:8]1[cH:9][cH:10][cH:11][cH:12][cH:13]1)=[N:14][NH2:15].[CH3:70][C:71]([CH3:72])([O-:73])[CH3:74].[CH3:85][c:86]1[cH:87][cH:88][cH:89][cH:90][cH:91]1.[Cl:16][c:17]1[cH:18][cH:19][c:20]([Br:23])[cH:21][cH:22]1.[Na+:75].[O-:77][C:78]([CH3:79])=[O:80].[O-:81][C:82]([CH3:83])=[O:84].[Pd+2:76].[cH:24]1[cH:25][cH:26][c:27]([P:28]([c:29]2[cH:30][cH:31][c:32]3[c:33]([cH:34][cH:35][cH:36][cH:37]3)[c:38]2-[c:39]2[c:40]3[c:41]([cH:42][cH:43][cH:44][cH:45]3)[cH:46][cH:47][c:48]2[P:49]([c:50]2[cH:51][cH:52][cH:53][cH:54][cH:55]2)[c:56]2[cH:57][cH:58][cH:59][cH:60][cH:61]2)[c:62]2[cH:63][cH:64][cH:65][cH:66][cH:67]2)[cH:68][cH:69]1>>[C:1]([c:2]1[cH:3][cH:4][cH:5][cH:6][cH:7]1)([c:8]1[cH:9][cH:10][cH:11][cH:12][cH:13]1)=[N:14][NH:15][c:20]1[cH:19][cH:18][c:17]([Cl:16])[cH:22][cH:21]1.